This data is from the Open Reaction Database (ORD), a public repository of structured organic reaction records. The task is: describe an organic reaction: reactants, conditions, products, and yield The reactants are saturated aqueous solution, C(C(=O)O)(=O)O (oxalic acid), [N+](=[N-])=C1C2CCCC=C2CCCC1 (diazobicyclo[5,4,0]-undec-7-ene), C1(=CC=CC=C1)S(=O)(=O)[O-].C(=O)C1=CC=[N+](C=C1)C (4-formyl-1-methyl pyridinium benzensulfonate), product, C(Cl)Cl (methylene chloride), CN(C=O)C (dimethylformamide). Run at time 45 minute. Yields the product OC1(OC(CC(C1)C)C(=O)OCC)C(=O)OCC (Diethyl 2-hydroxy-4-methyl-tetrahydro-2H-pyran-2,6-dicarboxylate). As a reaction SMILES: [C:1]1(S([O-])(=O)=O)[CH:6]=CC=CC=1.[CH:11]([C:13]1C=C[N+](C)=CC=1)=[O:12].C(Cl)Cl.[N+](=C1C[CH2:34][CH2:33][CH2:32][C:31]2[CH:26]1CCC[CH:30]=2)=[N-].[C:36]([OH:41])(=[O:40])[C:37]([OH:39])=[O:38].CN(C)C=[O:45]>>[OH:38][C:37]1([C:36]([O:41][CH2:6][CH3:1])=[O:40])[CH2:26][CH:31]([CH3:30])[CH2:32][CH:33]([C:34]([O:12][CH2:11][CH3:13])=[O:45])[O:39]1 |f:0.1|. Procedure details: 840 mg of 4-formyl-1-methyl pyridinium benzensulfonate were added to a solution of 740 mg of the product of Step A, 15 ml of methylene chloride and 5 ml of dimethylformamide and the reaction mixture was stirred for 45 minutes. 1 ml of diazobicyclo[5,4,0]-undec-7-ene was added and the reaction mixture was stirred for 45 minutes. After cooling down to 5°-10° C., 5 ml of a saturated aqueous solution of oxalic acid were added and the reaction mixture was stirred for 1 hour. Extraction took place wit...